From a dataset of the Open Reaction Database (ORD), a public repository of structured organic reaction records. describe an organic reaction: reactants, conditions, products, and yield Starting materials: C(C1=CC=C(C=C1)OC)=O (p-anisaldehyde), C(CC)(=O)OC(CC)=O (propionic anhydride), C(CC)(=O)[O-].[Na+] (sodium propionate), C(O)([O-])=O.[Na+] (sodium hydrogen carbonate), white solid. Run at temperature 140 celsius. Product: C/C(/C(=O)O)=C\C1=CC=C(C=C1)OC ((E)-2-methyl-3-(4-methoxyphenyl)propenoic acid). The yield is 58.0%. As a reaction SMILES: [CH:1](=O)[C:2]1[CH:7]=[CH:6][C:5]([O:8][CH3:9])=[CH:4][CH:3]=1.[C:11]([O:15]C(=O)CC)(=[O:14])[CH2:12][CH3:13].C([O-])(=O)CC.[Na+].C(=O)([O-])O.[Na+]>>[CH3:13]/[C:12](=[CH:1]\[C:2]1[CH:7]=[CH:6][C:5]([O:8][CH3:9])=[CH:4][CH:3]=1)/[C:11]([OH:15])=[O:14] |f:2.3,4.5|. Procedure details: A mixture of 68 g of p-anisaldehyde (500 mmol), 81 g of propionic anhydride (625 mmol) and 48 g of sodium propionate (500 mmol, dried for 5 h at 120° C.) is heated under argon for 30 h at 140° C. This solution, cooled to 80° C., is poured slowly into 400 ml of vigorously stirred saturated aqueous sodium hydrogen carbonate solution. After extraction with dichloromethane (twice 300 ml), the organic phases are combined and then washed with saturated sodium hydrogen carbonate solution (twice 150 ml)... The reactants are BrB(Br)Br, COc1ccc(Br)c(C(=O)N2CCN(C(=O)CNC(=O)c3ccc(-c4ccccc4)cc3)CC2)c1, ClCCl. Yields the product O=C(NCC(=O)N1CCN(C(=O)c2cc(O)ccc2Br)CC1)c1ccc(-c2ccccc2)cc1. As a reaction SMILES: [B:36]([Br:37])([Br:38])[Br:39].[Br:1][c:2]1[c:3]([C:4](=[O:5])[N:6]2[CH2:7][CH2:8][N:9]([C:12]([CH2:13][NH:14][C:15](=[O:16])[c:17]3[cH:18][cH:19][c:20](-[c:23]4[cH:24][cH:25][cH:26][cH:27][cH:28]4)[cH:21][cH:22]3)=[O:29])[CH2:10][CH2:11]2)[cH:30][c:31]([O:34][CH3:35])[cH:32][cH:33]1.[Cl:40][CH2:41][Cl:42]>>[Br:1][c:2]1[c:3]([C:4](=[O:5])[N:6]2[CH2:7][CH2:8][N:9]([C:12]([CH2:13][NH:14][C:15](=[O:16])[c:17]3[cH:18][cH:19][c:20](-[c:23]4[cH:24][cH:25][cH:26][cH:27][cH:28]4)[cH:21][cH:22]3)=[O:29])[CH2:10][CH2:11]2)[cH:30][c:31]([OH:34])[cH:32][cH:33]1.